Dataset: the Open Reaction Database (ORD), a public repository of structured organic reaction records. Task: describe an organic reaction: reactants, conditions, products, and yield Reactants: ClS(=O)(=O)O (chlorosulfonic acid), C([O-])([O-])=O.[K+].[K+] (potassium carbonate), COC(CNC(C)C1=CC=CC=C1)OC (N-(2,2-dimethoxyethyl)-(1-phenyl)ethylamine), ice water. Run in C(C)(=O)OCC (ethyl acetate). Reaction conditions: time 3 day. Product: CC1=NC=CC2=CC=CC=C12 (1-Methylisoquinoline). The yield is 30.3%. RXN SMILES: ClS(O)(=O)=O.CO[CH:8](OC)[CH2:9][NH:10][CH:11]([C:13]1[CH:18]=[CH:17][CH:16]=[CH:15][CH:14]=1)[CH3:12].C(=O)([O-])[O-].[K+].[K+]>C(OCC)(=O)C>[CH3:12][C:11]1[C:13]2[C:18](=[CH:17][CH:16]=[CH:15][CH:14]=2)[CH:8]=[CH:9][N:10]=1 |f:2.3.4|. Reported procedure: To cooled chlorosulfonic acid (−10° C.) (16 ml) was cautiously added N-(2,2-dimethoxyethyl)-(1-phenyl)ethylamine (D90) (5 g, 0.024 mol) over a period of 2 h. The reaction was allowed to warm to ambient temperature and stirring continued for 3 d. The reaction was then poured into ice-water slurry (500 ml), basified using solid potassium carbonate followed by extraction with DCM. The organic phase was separated, dried over MgSO4, filtered and concentrated in vacuo to give the crude product as an o... Starting materials: C[Si](C)(C)C(F)(F)F, CCCC[N+](CCCC)(CCCC)CCCC, [F-], O=Cc1ccc([N+](=O)[O-])cc1, C1CCOC1. The product is O=[N+]([O-])c1ccc(C(O)C(F)(F)F)cc1. RXN SMILES: [CH3:12][Si:13]([C:14]([F:15])([F:16])[F:17])([CH3:18])[CH3:19].[CH3:21][CH2:22][CH2:23][CH2:24][N+:25]([CH2:26][CH2:27][CH2:28][CH3:29])([CH2:30][CH2:31][CH2:32][CH3:33])[CH2:34][CH2:35][CH2:36][CH3:37].[F-:20].[N+:1](=[O:2])([O-:3])[c:4]1[cH:5][cH:6][c:7]([CH:8]=[O:9])[cH:10][cH:11]1.[O:38]1[CH2:39][CH2:40][CH2:41][CH2:42]1>>[N+:1](=[O:2])([O-:3])[c:4]1[cH:5][cH:6][c:7]([CH:8]([OH:9])[C:14]([F:15])([F:16])[F:17])[cH:10][cH:11]1. The reactants are C(C)(C)(C)OC(=O)NCCN1CC2=CC=C(C=C2C1)C(=O)N[C@@H](CC=1C(=C(C(=O)OC(C)(C)C)C=CC1)OC)B1OC2(C3C(C(CC2O1)C3)(C)C)C (tert-butyl 3-((2R)-2-(2-(2-(tert-butoxycarbonylamino)ethyl)isoindoline-5-carboxamido)-2-(2,9,9-trimethyl-3,5-dioxa-4-bora-tricyclo[6.1.1.02,6]dec-4-yl)ethyl)-2-methoxybenzoate), B(Cl)(Cl)Cl (BCl3). Yields the product NCCN1CC2=CC=C(C=C2C1)C(=O)N[C@@H]1B(OC2=C(C1)C=CC=C2C(=O)O)O ((R)-3-(2-(2-aminoethyl)isoindoline-5-carboxamido)-2-hydroxy-3,4-dihydro-2H-benzo[e][1,2]oxaborinine-8-carboxylic acid). Reaction SMILES: C(OC([NH:8][CH2:9][CH2:10][N:11]1[CH2:19][C:18]2[C:13](=[CH:14][CH:15]=[C:16]([C:20]([NH:22][C@H:23]([B:40]3[O:48]C4C(C)(C5CC(C4)C5(C)C)[O:41]3)[CH2:24][C:25]3[C:26](OC)=[C:27]([CH:35]=[CH:36][CH:37]=3)[C:28]([O:30]C(C)(C)C)=[O:29])=[O:21])[CH:17]=2)[CH2:12]1)=O)(C)(C)C.B(Cl)(Cl)Cl>>[NH2:8][CH2:9][CH2:10][N:11]1[CH2:19][C:18]2[C:13](=[CH:14][CH:15]=[C:16]([C:20]([NH:22][C@H:23]3[CH2:24][C:25]4[CH:37]=[CH:36][CH:35]=[C:27]([C:28]([OH:30])=[O:29])[C:26]=4[O:48][B:40]3[OH:41])=[O:21])[CH:17]=2)[CH2:12]1. Procedure details: Prepared from tert-butyl 3-((2R)-2-(2-(2-(tert-butoxycarbonylamino)ethyl)isoindoline-5-carboxamido)-2-(2,9,9-trimethyl-3,5-dioxa-4-bora-tricyclo[6.1.1.02,6]dec-4-yl)ethyl)-2-methoxybenzoate and BCl3 following the procedure described in Step 2 of Example 3. The crude product was purified by reverse phase preparative HPLC and dried using lyophilization. ESI-MS m/z 396 (MH)+. Reactants: BrC1=CC=C(C(=O)NN)C=C1 (4-bromobenzoic hydrazide), BrCCF (1-bromo-2-fluoroethane), [OH-].[Na+] (sodium hydroxide). Run in C(C)O (ethanol), O (water), O (water). Yields the product BrC1=CC=C(C=C1)C=1OC=CNN1 (2-(4-Bromophenyl)-4H-1,3,4-Oxadiazine). Isolated yield 64.1%. Reaction SMILES: [OH-].[Na+].[Br:3][C:4]1[CH:13]=[CH:12][C:7]([C:8]([NH:10][NH2:11])=[O:9])=[CH:6][CH:5]=1.Br[CH2:15][CH2:16]F>O.C(O)C>[Br:3][C:4]1[CH:13]=[CH:12][C:7]([C:8]2[O:9][CH:15]=[CH:16][NH:11][N:10]=2)=[CH:6][CH:5]=1 |f:0.1|. Procedure details: A solution of 2.9 g (0.07 mole) sodium hydroxide dissolved in 10 ml of water was added dropwise at room temperature to a mixture of 6.5 g (0.03 mole) 4-bromobenzoic hydrazide and 4.0 g (0.03 mole) 1-bromo-2-fluoroethane in 25 ml of ethanol. The resulting solution was refluxed for two and one-half hours. The mixture was cooled to room temperature, diluted with 150 ml of water and extracted several times with ether (100 ml). After separation and drying over anhydrous sodium sulfate, the solution w... Reactants: [Si](C)(C)(C(C)(C)C)OCCN (2-((tert-butyldimethylsilyl)oxy)ethanamine), C(C1=CC=CC=C1)(=O)N=C=S (benzoyl isothiocyanate). The solvent is C1CCOC1 (THF). Yields the product [Si](C)(C)(C(C)(C)C)OCCNC(=S)N (N-(2-((tert-Butyldimethylsilyl)oxy)ethyl)thiourea). The yield is 84.9%. Reaction SMILES: [Si:1]([O:8][CH2:9][CH2:10][NH2:11])([C:4]([CH3:7])([CH3:6])[CH3:5])([CH3:3])[CH3:2].C([N:20]=[C:21]=[S:22])(=O)C1C=CC=CC=1>C1COCC1>[Si:1]([O:8][CH2:9][CH2:10][NH:11][C:21]([NH2:20])=[S:22])([C:4]([CH3:6])([CH3:7])[CH3:5])([CH3:3])[CH3:2]. Procedure details: To a solution of 2-((tert-butyldimethylsilyl)oxy)ethanamine (WO 0007985: 24.4 g) in THF (300 mL) was added benzoyl isothiocyanate (22.7 g), and the mixture was mixed for 2 hours. The reaction solution was concentrated, and the residue was dissolved in methanol (150 mL). To the resulting solution were added potassium carbonate (5.0 g) and water (50 mL), and the mixture was mixed for 2 hours. The insolubles were filtered off, and the filtrate was concentrated. The residue was dissolved in ethyl ac... The reactants are C(C=C)(=O)OC (methyl acrylate), C(C=C)C1=CC=CC1 (allylcyclopentadiene), CCOCC (ether). Yields the product C(C=C)C12C(CC(C=C1)C2)C(=O)OC (methyl allylbicyclo[2.2.1]hept-5-ene-2-carboxylate). Reaction SMILES: [C:1]([O:5][CH3:6])(=[O:4])C=C.[CH2:7]([C:10]1[CH2:14][CH:13]=[CH:12][CH:11]=1)[CH:8]=[CH2:9].[CH3:15][CH2:16]OCC>>[CH2:7]([C:10]12[CH2:14][CH:13]([CH:15]=[CH:16]1)[CH2:12][CH:11]2[C:1]([O:5][CH3:6])=[O:4])[CH:8]=[CH2:9]. Procedure details: 137 g of methyl acrylate are added dropwise over 30 minutes to a solution of 170 g of allylcyclopentadiene, prepared in accordance with the procedure of Example 1, in 200 ml of ether. The clear solution is boiled under reflux for 2 hours. The ether is distilled off, and the residue is fractionated in vacuo through a column. At a pressure of 20 mm and in the temperature range from 107° to 115° C., 163 g of methyl allylbicyclo[2.2.1]hept-5-ene-2-carboxylate distill in the form of a faintly yellow ... Starting materials: C([O-])([O-])=O.[K+].[K+] (potassium carbonate), CI (methyl iodide), N1N=NN=C1C1=CN=C2N(C1=O)C=CC=C2 (3-(1H-tetrazol-5-yl)-4-oxo-4H-pyrido[1,2-a]pyrimidine). Run in CN(C=O)C (dimethylformamide). The product is CN1N=NN=C1C1=CN=C2N(C1=O)C=CC=C2 (3-(1-methyl-1H-tetrazol-5-yl)-4-oxo-4H-pyrido[1,2-a]pyrimidine). The yield is 50.4%. As a reaction SMILES: [NH:1]1[C:5]([C:6]2[C:11](=[O:12])[N:10]3[CH:13]=[CH:14][CH:15]=[CH:16][C:9]3=[N:8][CH:7]=2)=[N:4][N:3]=[N:2]1.[C:17](=O)([O-])[O-].[K+].[K+].CI>CN(C)C=O>[CH3:17][N:1]1[C:5]([C:6]2[C:11](=[O:12])[N:10]3[CH:13]=[CH:14][CH:15]=[CH:16][C:9]3=[N:8][CH:7]=2)=[N:4][N:3]=[N:2]1 |f:1.2.3|. Procedure details: A mixture of 4.28 g (0.02 moles) of 3-(1H-tetrazol-5-yl)-4-oxo-4H-pyrido[1,2-a]pyrimidine; 100 ml of dimethylformamide, 2.76 g (0.02 moles) of anhydrous potassium carbonate and 25 ml (0.04 moles) of methyl iodide was stirred at 75°-80° C. for 1 hour. The yellow suspension gradually dissolved and at the end of the reaction an orange-colored solution was obtained. The warm reaction mixture was filtered, cooled down and the precipitating crystals were collected. 2.3 g (50.4%) of the title compound ... Starting materials: C1CCOC1, CN(c1ccccc1)S(=O)(=O)Cc1ccc2ccc3ncc(-c4cnn(C)c4)cc3c(=O)c2c1, C[Si](C)(C)[N-][Si](C)(C)C, CI, [Cl-], [Li+], [NH4+], O. Yields the product CC(c1ccc2ccc3ncc(-c4cnn(C)c4)cc3c(=O)c2c1)S(=O)(=O)N(C)c1ccccc1. RXN SMILES: [CH2:49]1[O:50][CH2:51][CH2:52][CH2:53]1.[CH3:11][N:12]([S:13](=[O:14])(=[O:15])[CH2:16][c:17]1[cH:18][cH:19][c:20]2[c:21]([c:22](=[O:37])[c:23]3[c:24]([n:25][cH:26][c:27](-[c:29]4[cH:30][n:31][n:32]([CH3:34])[cH:33]4)[cH:28]3)[cH:35][cH:36]2)[cH:38]1)[c:39]1[cH:40][cH:41][cH:42][cH:43][cH:44]1.[CH3:1][Si:2]([N-:3][Si:4]([CH3:5])([CH3:6])[CH3:7])([CH3:8])[CH3:9].[CH3:45][I:46].[Cl-:47].[Li+:10].[NH4+:48].[OH2:54]>>[CH3:11][N:12]([S:13](=[O:14])(=[O:15])[CH:16]([c:17]1[cH:18][cH:19][c:20]2[c:21]([c:22](=[O:37])[c:23]3[c:24]([n:25][cH:26][c:27](-[c:29]4[cH:30][n:31][n:32]([CH3:34])[cH:33]4)[cH:28]3)[cH:35][cH:36]2)[cH:38]1)[CH3:45])[c:39]1[cH:40][cH:41][cH:42][cH:43][cH:44]1. Starting materials: F[B-](F)(F)F, CS, CCOCC, CN(C)C=O, CSc1n(N=Cc2ccc(N(C)C)cc2)cc[n+]1N=Cc1ccc(N(C)C)cc1, N. Product: F[B-](F)(F)F, CN(C)c1ccc(C=Nn2cc[n+](N=Cc3ccc(N(C)C)cc3)c2N)cc1. RXN SMILES: [B-:1]([F:2])([F:3])([F:4])[F:5].[CH3:36][SH:37].[CH3:38][CH2:39][O:40][CH2:41][CH3:42].[CH3:43][N:44]([CH3:45])[CH:46]=[O:47].[CH3:6][N:7]([c:8]1[cH:9][cH:10][c:11]([CH:12]=[N:13][n+:14]2[c:15]([S:30][CH3:31])[n:16]([N:19]=[CH:20][c:21]3[cH:22][cH:23][c:24]([N:27]([CH3:28])[CH3:29])[cH:25][cH:26]3)[cH:17][cH:18]2)[cH:32][cH:33]1)[CH3:34].[NH3:35]>>[B-:1]([F:2])([F:3])([F:4])[F:5].[CH3:6][N:7]([c:8]1[cH:9][cH:10][c:11]([CH:12]=[N:13][n:14]2[c:15]([NH2:35])[n+:16]([N:19]=[CH:20][c:21]3[cH:22][cH:23][c:24]([N:27]([CH3:28])[CH3:29])[cH:25][cH:26]3)[cH:17][cH:18]2)[cH:32][cH:33]1)[CH3:34].